From a dataset of the Open Reaction Database (ORD), a public repository of structured organic reaction records. describe an organic reaction: reactants, conditions, products, and yield The reactants are Br (hydrobromic acid), C(=O)(O)C=1C=C(C=CC1)C=1C=NC(=NC1)N1CCC(CC1)C1=NC=2CC(C[C@@H](C2C(=C1[C@H](C1=CC=C(C=C1)C(F)(F)F)F)C1CCC(CC1)(F)F)O)(C)C ((5S)-2-{1-[5-(3-Carboxyphenyl)pyrimidin-2-yl]piperidin-4-yl}-4-(4,4-difluorocyclohexyl)-3-{(S)-fluoro[4-(trifluoromethyl)phenyl]methyl}-7,7-dimethyl-5,6,7,8-tetrahydroquinolin-5-ol). Run in CC(=O)C (acetone). Yields the product Br.Br.C(=O)(O)C=1C=C(C=CC1)C=1C=NC(=NC1)N1CCC(CC1)C1=NC=2CC(C[C@@H](C2C(=C1[C@H](C1=CC=C(C=C1)C(F)(F)F)F)C1CCC(CC1)(F)F)O)(C)C ((5S)-2-{1-[5-(3-Carboxyphenyl)pyrimidin-2-yl]piperidin-4-yl}-4-(4,4-difluorocyclohexyl)-3-{(S)-fluoro[4-(trifluoromethyl)phenyl]methyl}-7,7-dimethyl-5,6,7,8-tetrahydroquinolin-5-ol dihydrobromide), powder. Isolated yield 49.0%. Reaction SMILES: [BrH:1].[C:2]([C:5]1[CH:6]=[C:7]([C:11]2[CH:12]=[N:13][C:14]([N:17]3[CH2:22][CH2:21][CH:20]([C:23]4[C:32]([C@@H:33]([F:44])[C:34]5[CH:39]=[CH:38][C:37]([C:40]([F:43])([F:42])[F:41])=[CH:36][CH:35]=5)=[C:31]([CH:45]5[CH2:50][CH2:49][C:48]([F:52])([F:51])[CH2:47][CH2:46]5)[C:30]5[C@@H:29]([OH:53])[CH2:28][C:27]([CH3:55])([CH3:54])[CH2:26][C:25]=5[N:24]=4)[CH2:19][CH2:18]3)=[N:15][CH:16]=2)[CH:8]=[CH:9][CH:10]=1)([OH:4])=[O:3]>CC(C)=O>[BrH:1].[BrH:1].[C:2]([C:5]1[CH:6]=[C:7]([C:11]2[CH:16]=[N:15][C:14]([N:17]3[CH2:22][CH2:21][CH:20]([C:23]4[C:32]([C@@H:33]([F:44])[C:34]5[CH:39]=[CH:38][C:37]([C:40]([F:41])([F:42])[F:43])=[CH:36][CH:35]=5)=[C:31]([CH:45]5[CH2:50][CH2:49][C:48]([F:51])([F:52])[CH2:47][CH2:46]5)[C:30]5[C@@H:29]([OH:53])[CH2:28][C:27]([CH3:55])([CH3:54])[CH2:26][C:25]=5[N:24]=4)[CH2:19][CH2:18]3)=[N:13][CH:12]=2)[CH:8]=[CH:9][CH:10]=1)([OH:4])=[O:3] |f:3.4.5|. Procedure: Reactions similar to those of Example 13 were performed except for using 15.2 μl (134 μmol) of 47% hydrobromic acid instead of 35% hydrochloric acid and using 0.45 ml of acetone, and from 45.7 mg (60.7 μmol) of (5S)-2-{1-[5-(3-Carboxyphenyl)pyrimidin-2-yl]piperidin-4-yl}-4-(4,4-difluorocyclohexyl)-3-{(S)-fluoro[4-(trifluoromethyl)phenyl]methyl}-7,7-dimethyl-5,6,7,8-tetrahydroquinolin-5-ol, which was prepared by a method similar to that of Reference Example 30, 27.2 mg of the title compound was o... The reactants are Cc1ccncn1, C[Si](C)(C)[N-][Si](C)(C)C, CCOC(=O)c1cccc(Cl)c1, [Li+], C1CCOC1. Product: OC(=Cc1ccncn1)c1cccc(Cl)c1. Reaction SMILES: [CH3:1][c:2]1[n:3][cH:4][n:5][cH:6][cH:7]1.[CH3:20][Si:21]([N-:22][Si:23]([CH3:24])([CH3:25])[CH3:26])([CH3:27])[CH3:28].[Cl:8][c:9]1[cH:10][c:11]([C:12](=[O:13])[O:14][CH2:15][CH3:16])[cH:17][cH:18][cH:19]1.[Li+:29].[O:30]1[CH2:31][CH2:32][CH2:33][CH2:34]1>>[CH:1]([c:2]1[n:3][cH:4][n:5][cH:6][cH:7]1)=[C:12]([c:11]1[cH:10][c:9]([Cl:8])[cH:19][cH:18][cH:17]1)[OH:13]. Run at time 2 hour. Product: C1=CC=CC=2C3=CC=CC=C3C(C12)COC(=O)NCC1=C2OC=3C(=C(C=CC3C(C2=CC=C1OC)(C)C)OC)CC(=O)O (5-[(9-fluorenylmethoxyformamido)methyl]-3,6-dimethoxy-9,9-dimethylxanthene-4-acetic acid). Run in O1CCOCC1 (dioxan), O (water). Reaction SMILES: FC(F)(F)C(O)=O.[NH2:8][CH2:9][C:10]1[C:23]([O:24][CH3:25])=[CH:22][CH:21]=[C:20]2[C:11]=1[O:12][C:13]1[C:14]([CH2:30][C:31]([OH:33])=[O:32])=[C:15]([O:28][CH3:29])[CH:16]=[CH:17][C:18]=1[C:19]2([CH3:27])[CH3:26].[CH:34]1[C:46]2[CH:45]([CH2:47][O:48][C:49](N3C(=O)CCC3=O)=[O:50])[C:44]3[C:39](=[CH:40][CH:41]=[CH:42][CH:43]=3)[C:38]=2[CH:37]=[CH:36][CH:35]=1.C(N(C(C)C)C(C)C)C>O1CCOCC1.O>[CH:34]1[C:46]2[CH:45]([CH2:47][O:48][C:49]([NH:8][CH2:9][C:10]3[C:23]([O:24][CH3:25])=[CH:22][CH:21]=[C:20]4[C:11]=3[O:12][C:13]3[C:14]([CH2:30][C:31]([OH:33])=[O:32])=[C:15]([O:28][CH3:29])[CH:16]=[CH:17][C:18]=3[C:19]4([CH3:27])[CH3:26])=[O:50])[C:44]3[C:39](=[CH:40][CH:41]=[CH:42][CH:43]=3)[C:38]=2[CH:37]=[CH:36][CH:35]=1 |f:0.1|. The yield is 60.3%. Procedure: 1.58 g (34.35 mmol) of 5-aminomethyl-3,6-dimethoxy-9,9-dimethylxanthene-4-acetic acid trifluoroacetate were suspended in a mixture of 7 ml of dioxan and 7 ml of water together with 1.13 g (3.35 mmol) of N-(9-fluorenylmethoxycarbonyl)-succinimide, whereupon 0.9 ml (5.03 mmol) of ethyldiisopropylamine was added at 0°. The mixture was stirred at 0° for 2 hours and thereafter at room temperature for 4 hours. The solid obtained was filtered off, washed with water, dried and chromatographed on silica ... The reactants are FC(C(=O)O)(F)F.NCC1=C2OC=3C(=C(C=CC3C(C2=CC=C1OC)(C)C)OC)CC(=O)O (5-aminomethyl-3,6-dimethoxy-9,9-dimethylxanthene-4-acetic acid trifluoroacetate), C1=CC=CC=2C3=CC=CC=C3C(C12)COC(=O)N1C(CCC1=O)=O (N-(9-fluorenylmethoxycarbonyl)-succinimide), C(C)N(C(C)C)C(C)C (ethyldiisopropylamine). Starting materials: NC1=C(C(=CC2=C1NC(CO2)=O)F)C2=NN(C(=C2Cl)C(F)(F)F)C (5-Amino-7-fluoro-6-[4-chloro-1-methyl-5-(trifluoromethyl)-1H-pyrazol-3-yl]-2H-1,4-benzoxazine-3(4H)-one), BrC(C(=O)Br)(C)C (2-bromoisobutyryl bromide). Run in O1CCOCC1 (dioxane). The product is BrC(C(=O)NC1=C(C(=CC2=C1NC(CO2)=O)F)C2=NN(C(=C2Cl)C(F)(F)F)C)(C)C (5-(2-Bromoisobutyrylamino)-6-[4chloro-1-methyl-5-(trifluoromethyl)-1H-pyrazol-3-yl]-7-fluoro-2H-1,4benzoxazine-3(4H)-one). The yield is 75.4%. RXN SMILES: [NH2:1][C:2]1[C:7]2[NH:8][C:9](=[O:12])[CH2:10][O:11][C:6]=2[CH:5]=[C:4]([F:13])[C:3]=1[C:14]1[C:18]([Cl:19])=[C:17]([C:20]([F:23])([F:22])[F:21])[N:16]([CH3:24])[N:15]=1.[Br:25][C:26]([CH3:31])([CH3:30])[C:27](Br)=[O:28]>O1CCOCC1>[Br:25][C:26]([CH3:31])([CH3:30])[C:27]([NH:1][C:2]1[C:7]2[NH:8][C:9](=[O:12])[CH2:10][O:11][C:6]=2[CH:5]=[C:4]([F:13])[C:3]=1[C:14]1[C:18]([Cl:19])=[C:17]([C:20]([F:23])([F:22])[F:21])[N:16]([CH3:24])[N:15]=1)=[O:28]. Procedure details: 5-Amino-7-fluoro-6-[4-chloro-1-methyl-5-(trifluoromethyl)-1H-pyrazol-3-yl]-2H-1,4-benzoxazine-3(4H)-one (1.0 g, 2.64 mmol) was dissolved in anhydrous dioxane (40 ml) and 2-bromoisobutyryl bromide (0.67 g, 2.91 mmol) was added. Solution was refluxed for 2 hr and solvent was then evaporated. The residue was triturated with ether to afford the title compound (1.02 g, 1.99 mmol). Reactants: CC=1SC2=C(N1)C=CS2 (2-Methylthieno[3,2-d]thiazole), ClN1C(N(C(N(C1=O)Cl)=O)Cl)=O (trichloroisocyanuric acid). Reagents/catalysts: ClN1C(N(C(N(C1=O)Cl)=O)Cl)=O (trichloroisocyanuric acid). Solvent: C(Cl)Cl (CH2Cl2). Reaction conditions: temperature 0 celsius, time 30 minute. Product: ClC1=CSC2=C1N=C(S2)C (6-chloro-2-methylthieno[3,2-d]thiazole). The yield is 218.1%. RXN SMILES: [CH3:1][C:2]1[S:3][C:4]2[S:9][CH:8]=[CH:7][C:5]=2[N:6]=1.[Cl:10]N1C(=O)N(Cl)C(=O)N(Cl)C1=O>C(Cl)Cl.ClN1C(=O)N(Cl)C(=O)N(Cl)C1=O>[Cl:10][C:7]1[C:5]2[N:6]=[C:2]([CH3:1])[S:3][C:4]=2[S:9][CH:8]=1. Procedure details: To a solution of 1.18 g (7.2 mmol) of 2-methylthieno[3.2-d]thiazole (from Step 1) in 35 ml of CH2Cl2 was added 670 mg (2.9 mmol) of trichloroisocyanuric acid at 0° C. The reaction was stirred at 0° C. for 30 min., then at r.t. for 2 h.; 60 mg (0.26 mmol) of trichloroisocyanuric acid was again added, and the reaction was stirred at r.t. for another hour. The product was partitioned between CH2Cl2 and aqueous NaHCO3. Chromatographic purification on silica gel using hexane/EtOAc=5:1 afforded 1.2 g ...